The task is: describe an organic reaction: reactants, conditions, products, and yield. This data is from the Open Reaction Database (ORD), a public repository of structured organic reaction records. Starting materials: BrC1=C(C=O)C=CC=C1 (2-bromobenzaldehyde), C1(CCCCC1)CCCCCCC#C (8-cyclohexyloct-1-yne), cuprous iodide. The reagents and catalysts are [Pd](Cl)Cl.C1(=CC=CC=C1)P(C1=CC=CC=C1)C1=CC=CC=C1.C1(=CC=CC=C1)P(C1=CC=CC=C1)C1=CC=CC=C1 (bis(triphenylphosphine) palladium chloride). Run in C(C)N(CC)CC (triethylamine). Yields the product C1(CCCCC1)CCCCCCC#CC1=C(C=O)C=CC=C1 (2-(8-cyclohexyl-1-octynyl)benzaldehyde). RXN SMILES: Br[C:2]1[CH:9]=[CH:8][CH:7]=[CH:6][C:3]=1[CH:4]=[O:5].[CH:10]1([CH2:16][CH2:17][CH2:18][CH2:19][CH2:20][CH2:21][C:22]#[CH:23])[CH2:15][CH2:14][CH2:13][CH2:12][CH2:11]1>C(N(CC)CC)C.[Pd](Cl)Cl.C1(P(C2C=CC=CC=2)C2C=CC=CC=2)C=CC=CC=1.C1(P(C2C=CC=CC=2)C2C=CC=CC=2)C=CC=CC=1>[CH:10]1([CH2:16][CH2:17][CH2:18][CH2:19][CH2:20][CH2:21][C:22]#[C:23][C:2]2[CH:9]=[CH:8][CH:7]=[CH:6][C:3]=2[CH:4]=[O:5])[CH2:15][CH2:14][CH2:13][CH2:12][CH2:11]1 |f:3.4.5|. Reported procedure: To an ice cold solution of 1-hexyne (49.6 mmoles) in freshly distilled tetrahydrofuran (50 ml) containing a trace of triphenylmethane was added dropwise n-butyl lithium in hexane (49.5 mmoles). About 10 minutes after the addition was stopped, sieve dried hexamethylphosphoramide (57.5 mmoles) was added and the solution stirred for 10 minutes. A solution of 2-cyclohexylethyl bromide (51.3 mmoles) in tetrahydrofuran (10 ml) was added and the reaction mixture was stirred for about 3 hours as the tem... Reactants: [BH4-], CC(C)CCCN, CO, [Na+], NC(=O)c1ccc(Oc2ccc(C3OCCO3)cc2F)cn1. Product: CC(C)CCCNCc1ccc(Oc2ccc(C(N)=O)nc2)c(F)c1. Reaction SMILES: [BH4-:30].[CH3:23][CH:24]([CH2:25][CH2:26][CH2:27][NH2:28])[CH3:29].[CH3:32][OH:33].[Na+:31].[O:1]1[CH:2]([c:6]2[cH:7][c:8]([F:22])[c:9]([O:10][c:11]3[cH:12][cH:13][c:14]([C:17](=[O:18])[NH2:19])[n:15][cH:16]3)[cH:20][cH:21]2)[O:5][CH2:4][CH2:3]1>>[CH2:2]([c:6]1[cH:7][c:8]([F:22])[c:9]([O:10][c:11]2[cH:12][cH:13][c:14]([C:17](=[O:18])[NH2:19])[n:15][cH:16]2)[cH:20][cH:21]1)[NH:28][CH2:27][CH2:26][CH2:25][CH:24]([CH3:23])[CH3:29]. Reactants: COC(C)(C)C, O=C(Cl)C1CC1, [Na+], O=C([O-])O. The product is CC(C)(C)OC(=O)C1CC1. RXN SMILES: [C:12]([CH3:13])([CH3:14])([CH3:15])[O:16][CH3:17].[CH:1]1([C:4](=[O:5])[Cl:6])[CH2:2][CH2:3]1.[Na+:11].[O-:7][C:8]([OH:9])=[O:10]>>[CH:1]1([C:4](=[O:5])[O:16][C:12]([CH3:13])([CH3:14])[CH3:15])[CH2:2][CH2:3]1. The reactants are O=C(Nc1cnc(OCC(F)(F)F)c(Br)c1)c1cccnc1, OB(O)c1ccc(F)c(Cl)c1. Yields the product O=C(Nc1cnc(OCC(F)(F)F)c(-c2ccc(F)c(Cl)c2)c1)c1cccnc1. As a reaction SMILES: [Br:1][c:2]1[cH:3][c:4]([NH:14][C:15]([c:16]2[cH:17][n:18][cH:19][cH:20][cH:21]2)=[O:22])[cH:5][n:6][c:7]1[O:8][CH2:9][C:10]([F:11])([F:12])[F:13].[Cl:23][c:24]1[cH:25][c:26]([B:31]([OH:32])[OH:33])[cH:27][cH:28][c:29]1[F:30]>>[c:2]1(-[c:26]2[cH:25][c:24]([Cl:23])[c:29]([F:30])[cH:28][cH:27]2)[cH:3][c:4]([NH:14][C:15]([c:16]2[cH:17][n:18][cH:19][cH:20][cH:21]2)=[O:22])[cH:5][n:6][c:7]1[O:8][CH2:9][C:10]([F:11])([F:12])[F:13]. Starting materials: CC(C)([O-])C.[K+] (potassium tert-butoxide), C1(=CC=CC=C1)C#CNC1=CC=C(C=C1)OC(F)(F)F (2-phenylethynyl-4-trifluoromethoxyaniline). Solvent: CN1C(CCC1)=O (1-methyl-2-pyrrolidone), CN1C(CCC1)=O (1-methyl-2-pyrrolidone), O (water). Yields the product C1(=CC=CC=C1)C=1NC2=CC=C(C=C2C1)OC(F)(F)F (2-Phenyl-5-trifluoromethoxyindole). Yield: 83.8%. Reaction SMILES: [CH3:1]C(C)([O-])C.[K+].[C:7]1([C:13]#[C:14][NH:15][C:16]2[CH:21]=[CH:20][C:19]([O:22][C:23]([F:26])([F:25])[F:24])=[CH:18][CH:17]=2)[CH:12]=[CH:11][CH:10]=[CH:9]C=1>CN1CCCC1=O.O>[C:13]1([C:14]2[NH:15][C:16]3[C:17]([CH:1]=2)=[CH:18][C:19]([O:22][C:23]([F:24])([F:25])[F:26])=[CH:20][CH:21]=3)[CH:9]=[CH:10][CH:11]=[CH:12][CH:7]=1 |f:0.1|. Procedure details: To a solution of potassium tert-butoxide (173 mg) in 1-methyl-2-pyrrolidone (3.7 mL) was added dropwise a solution of 2-phenylethynyl-4-trifluoromethoxyaniline (204 mg) in 1-methyl-2-pyrrolidone (3.7 mL) at room temperature under stirring, and the mixture was stirred for 6 hours. The reaction mixture was diluted with water and extracted with ethyl acetate. The organic layer was washed with water, dried over anhydrous sodium sulfate and concentrated under reduced pressure. The residue was purifie... The reactants are C1(CCCC1)/C=C/[C@@H](O)[C@H]1[C@H]([C@H](C(O1)=O)OC)O ((3R,4R,5S)-5-[(1R,2E)-3-cyclopentyl-1-hydroxyprop-2-en-1-yl]-4-hydroxy-3-methoxydihydrofuran-2(3H)-one), Cl.N[C@H]1COC2=C(NC1=O)C(=CC=C2)C2=CC=CC=C2 ((3S)-3-amino-6-phenyl-2,3-dihydro-1,5-benzoxazepin-4(5H)-one hydrochloride), C(C)C(C(=O)[O-])CCCC.[Na+] (sodium 2-ethylhexanoate). The solvent is C1CCOC1 (THF). Product: C1(CCCC1)/C=C/[C@H]([C@@H]([C@H]([C@H](C(=O)N[C@H]1COC2=C(NC1=O)C(=CC=C2)C2=CC=CC=C2)OC)O)O)O ((2R,3R,4S,5R,6E)-7-cyclopentyl-3,4,5-trihydroxy-2-methoxy-N-[(3S)-4-oxo-6-phenyl-2,3,4,5-tetrahydro-1,5-benzoxazepin-3-yl]hept-6-enamide). As a reaction SMILES: [CH:1]1(/[CH:6]=[CH:7]/[C@H:8]([C@@H:10]2[O:14][C:13](=[O:15])[C@H:12]([O:16][CH3:17])[C@@H:11]2[OH:18])[OH:9])[CH2:5][CH2:4][CH2:3][CH2:2]1.Cl.[NH2:20][C@@H:21]1[C:27](=[O:28])[NH:26][C:25]2[C:29]([C:33]3[CH:38]=[CH:37][CH:36]=[CH:35][CH:34]=3)=[CH:30][CH:31]=[CH:32][C:24]=2[O:23][CH2:22]1.C(C(CCCC)C([O-])=O)C.[Na+]>C1COCC1>[CH:1]1(/[CH:6]=[CH:7]/[C@@H:8]([OH:9])[C@H:10]([OH:14])[C@@H:11]([OH:18])[C@@H:12]([O:16][CH3:17])[C:13]([NH:20][C@@H:21]2[C:27](=[O:28])[NH:26][C:25]3[C:29]([C:33]4[CH:34]=[CH:35][CH:36]=[CH:37][CH:38]=4)=[CH:30][CH:31]=[CH:32][C:24]=3[O:23][CH2:22]2)=[O:15])[CH2:5][CH2:4][CH2:3][CH2:2]1 |f:1.2,3.4|. Procedure details: 53 mg of 32 (207 μmol), 60 mg of 44 (207 μmol), 86 mg of sodium 2-ethylhexanoate (0.52 mmol) in 1 mL of THF are successively introduced into a Wheaton tube, with stirring and under an argon atmosphere. The stirring is maintained at RT for 24 h. The reaction medium is concentrated to dryness. The residues are chromatographed on a silica cartridge (4 g, eluent AcOEt). 45 mg of expected product Ex17 (cream-coloured solid) are recovered.